From a dataset of the Open Reaction Database (ORD), a public repository of structured organic reaction records. describe an organic reaction: reactants, conditions, products, and yield Starting materials: CC1=CC=C(C=C)C=C1 (p-methylstyrene), OC1=CC=C(C=C)C=C1 (p-hydroxystyrene). Solvent: O1CCOCC1 (1,4-dioxane). The product is OC1=CC=C(C=C)C=C1.CC1=CC=C(C=C)C=C1 (p-hydroxystyrene p-methylstyrene), ( 2 ), C(=C)OCC (ethyl vinyl ether). Reaction SMILES: [OH:1][C:2]1[CH:9]=[CH:8][C:5]([CH:6]=[CH2:7])=[CH:4][CH:3]=1.[CH3:10][C:11]1[CH:18]=[CH:17][C:14]([CH:15]=[CH2:16])=[CH:13][CH:12]=1>O1CCOCC1>[OH:1][C:2]1[CH:9]=[CH:8][C:5]([CH:6]=[CH2:7])=[CH:4][CH:3]=1.[CH3:10][C:11]1[CH:18]=[CH:17][C:14]([CH:15]=[CH2:16])=[CH:13][CH:12]=1.[CH:10]([O:1][CH2:2][CH3:9])=[CH2:11] |f:3.4|. Procedure: A solution of poly(p-tert-butoxystyrene/p-methylstyrene) (70 g) obtained in above (1) and conc. hydrochloric acid (100 ml) in 1,4-dioxane was reacted for 4 hours at 70°-80° C. with stirring. After cooling, the reaction mixture was poured into H2O (5 l) and the polymer was precipitated. The polymer was filtered, washed with H2O and dried under reduced pressure to give 47.6 g of poly(p-hydroxystyrene/p-methylstyrene) as white powder. The polymer was found to have p-hydroxystyrene unit and p-methyl... Starting materials: C(C)(=O)C1=CC=C(C=C1)NC(=O)NNC(=O)OCC (ethyl 2-(4-acetylphenylcarbamoyl)hydrazinecarboxylate), C(=O)([O-])[O-].[K+].[K+] (K2CO3), Cl (HCl), O1CCOCC1 (dioxane). Run in CO (MeOH). Reaction conditions: temperature 55 celsius, time 2 hour. Yields the product C(C)(=O)C1=CC=C(C=C1)N1C(NNC1=O)=O (4-(4-acetylphenyl)-1,2,4-triazolidine-3,5-dione). The yield is 42.7%. Reaction SMILES: [C:1]([C:4]1[CH:9]=[CH:8][C:7]([NH:10][C:11]([NH:13][NH:14][C:15]([O:17]CC)=O)=[O:12])=[CH:6][CH:5]=1)(=[O:3])[CH3:2].C([O-])([O-])=O.[K+].[K+].Cl.O1CCOCC1>CO>[C:1]([C:4]1[CH:5]=[CH:6][C:7]([N:10]2[C:11](=[O:12])[NH:13][NH:14][C:15]2=[O:17])=[CH:8][CH:9]=1)(=[O:3])[CH3:2] |f:1.2.3|. Procedure details: To ethyl 2-(4-acetylphenylcarbamoyl)hydrazinecarboxylate (I-4a: 354 mg, 1.335 mmol) in MeOH (10 mL) was added K2CO3 (553 mg, 4.00 mmol). The mixture was stirred at 55° C. for 2 hours, cooled to room temperature, and then HCl 4N in dioxane (1.668 mL, 6.67 mmol) was added. The precipitate was filtered, and the filtrate was concentrated in vacuo. The resulting solid was triturated in CH2Cl2, filtered and dried giving 4-(4-acetylphenyl)-1,2,4-triazolidine-3,5-dione (I-4b: 125 mg, 43%) as a light yel... Reactants: C(C)(C)(C)OC(=O)N1CCC(CC1)C1=NC=NC2=CC(=CC=C12)F (4-(7-fluoro-quinazolin-4-yl)-piperidine-1-carboxylic acid tert-butyl ester), Cl.[N+](=O)([O-])C1=CC=C(C=C1)OC(NC1=CC=C(C=C1)N1CCOCC1)=O ((4-morpholin-4-yl-phenyl)-carbamic acid 4-nitro-phenyl ester hydrochloride). Yields the product N1(CCOCC1)C1=CC=C(C=C1)NC(=O)N1CCC(CC1)C1=NC=NC2=CC(=CC=C12)F (4-(7-Fluoro-quinazolin-4-yl)-piperidine-1-carboxylic acid (4-morpholin-4-yl-phenyl)-amide). RXN SMILES: C(O[C:6]([N:8]1[CH2:13][CH2:12][CH:11]([C:14]2[C:23]3[C:18](=[CH:19][C:20]([F:24])=[CH:21][CH:22]=3)[N:17]=[CH:16][N:15]=2)[CH2:10][CH2:9]1)=[O:7])(C)(C)C.Cl.[N+](C1C=CC(OC(=O)[NH:37][C:38]2[CH:43]=[CH:42][C:41]([N:44]3[CH2:49][CH2:48][O:47][CH2:46][CH2:45]3)=[CH:40][CH:39]=2)=CC=1)([O-])=O>>[N:44]1([C:41]2[CH:40]=[CH:39][C:38]([NH:37][C:6]([N:8]3[CH2:13][CH2:12][CH:11]([C:14]4[C:23]5[C:18](=[CH:19][C:20]([F:24])=[CH:21][CH:22]=5)[N:17]=[CH:16][N:15]=4)[CH2:10][CH2:9]3)=[O:7])=[CH:43][CH:42]=2)[CH2:45][CH2:46][O:47][CH2:48][CH2:49]1 |f:1.2|. Reported procedure: Prepared essentially as described in Example 67 using 4-(7-fluoro-quinazolin-4-yl)-piperidine-1-carboxylic acid tert-butyl ester and (4-morpholin-4-yl-phenyl)-carbamic acid 4-nitro-phenyl ester hydrochloride, which was prepared as described in Example 66a. 1H NMR (CDCl3) δ 9.23 (s, 1H), 9.21 (dd, J=9.35 Hz and 5.85 Hz, 1H), 7.69 (dd, J=9.48 and 2.52 Hz, 1H), 7.44 (m, 1H), 7.27 (d, J=8.95 Hz, 2H), 6.89 (d, J=8.95 Hz, 2H), 6.29 (s, 1H), 4.27 (m, 2H), 3.86 (t, J=4.74 Hz, 4H), 3.73 (m, 1H), 3.17 (m,... Reactants: CC(C1=CC=CC=C1)(C(=O)OC)O (L-phenyllactic acid methyl ester), C(=O)(Cl)Cl (phosgene), C1(=CC=CC=C1)C (toluene), Cl (HCl), N1CCOCC1 (morpholine). The reagents and catalysts are CN(C=O)C (dimethylformamide). Solvent: CCOCC.CCCCCC (ether hexane), C(Cl)Cl (methylene chloride). Run at time 16 hour. The product is COC([C@H](CC1=CC=CC=C1)OC(=O)N1CCOCC1)=O (2(S)-[[(4-Morpholinyl)carbonyl]oxy]-3-phenylpropionic acid methyl ester). Yield: 65.0%. RXN SMILES: C[C:2]([OH:13])([C:9]([O:11][CH3:12])=[O:10])C1C=CC=CC=1.[C:14](Cl)(Cl)=[O:15].[NH:18]1[CH2:23][CH2:22][O:21][CH2:20][CH2:19]1.Cl.[C:25]1([CH3:31])[CH:30]=[CH:29][CH:28]=[CH:27][CH:26]=1>CN(C)C=O.CCOCC.CCCCCC.C(Cl)Cl>[CH3:12][O:11][C:9](=[O:10])[C@@H:2]([O:13][C:14]([N:18]1[CH2:23][CH2:22][O:21][CH2:20][CH2:19]1)=[O:15])[CH2:31][C:25]1[CH:30]=[CH:29][CH:28]=[CH:27][CH:26]=1 |f:6.7|. Procedure details: To L-phenyllactic acid methyl ester (3.2 g) was added 150 mL of 12.5% phosgene in toluene and 25 drops of dimethylformamide. After stirring for 16 h at room temperature, the solvent was evaporated and the residue chased several times with benzene. The resulting product was dissolved in methylene chloride (50 mL), cooled to 0° C. and treated by dropwise addition with 3.86 g (0.044 mol) of morpholine. The reaction mixture was stirred for 2 h at 0°-5° C. and then distributed between 0.5N HCl and me... Starting materials: [Li]C(C)(C)C, CC(C)[Si](C(C)C)(C(C)C)n1cc(C=O)c2cccnc21, O=C(Nc1ccc(Cl)cc1)c1ccc(Br)cn1, C1CCOC1, O. Product: CC(C)[Si](C(C)C)(C(C)C)n1cc(C(O)c2ccc(C(=O)Nc3ccc(Cl)cc3)nc2)c2cccnc21. Reaction SMILES: [C:18]([Li:19])([CH3:20])([CH3:21])[CH3:22].[CH:23]([CH3:24])([CH3:25])[Si:26]([n:27]1[cH:28][c:29]([CH:36]=[O:37])[c:30]2[c:31]1[n:32][cH:33][cH:34][cH:35]2)([CH:38]([CH3:39])[CH3:40])[CH:41]([CH3:42])[CH3:43].[Cl:1][c:2]1[cH:3][cH:4][c:5]([NH:8][C:9](=[O:10])[c:11]2[n:12][cH:13][c:14]([Br:17])[cH:15][cH:16]2)[cH:6][cH:7]1.[O:45]1[CH2:46][CH2:47][CH2:48][CH2:49]1.[OH2:44]>>[Cl:1][c:2]1[cH:3][cH:4][c:5]([NH:8][C:9](=[O:10])[c:11]2[n:12][cH:13][c:14]([CH:36]([c:29]3[cH:28][n:27]([Si:26]([CH:23]([CH3:24])[CH3:25])([CH:38]([CH3:39])[CH3:40])[CH:41]([CH3:42])[CH3:43])[c:31]4[c:30]3[cH:35][cH:34][cH:33][n:32]4)[OH:37])[cH:15][cH:16]2)[cH:6][cH:7]1. Starting materials: C(C)(=O)N\C(\C(=O)OC)=C\C1=CC(=C(C(=C1)C)N)Cl (methyl (E)-2-acetylamino-3-(4-amino-3-chloro-5-methyl-phenyl)-acrylate), C1(=CC=CC=C1)P(CCCP(C1=CC=CC=C1)C1=CC=CC=C1)C1=CC=CC=C1 (1,3-bis(diphenylphosphino)-propane). Reagents/catalysts: C1/C=C\CC/C=C\C1.C1/C=C\CC/C=C\C1.[Cl-].[Cl-].[Rh].[Rh] (bis(1,5-cyclooctadiene)-di-rhodium(I)-dichloride). The product is C(C)(=O)NC(C(=O)OC)CC1=CC(=C(C(=C1)C)N)Cl (methyl 2-acetylamino-3-(4-amino-3-chloro-5-methyl-phenyl)-propionate). As a reaction SMILES: [C:1]([NH:4]/[C:5](=[CH:10]/[C:11]1[CH:16]=[C:15]([CH3:17])[C:14]([NH2:18])=[C:13]([Cl:19])[CH:12]=1)/[C:6]([O:8][CH3:9])=[O:7])(=[O:3])[CH3:2].C1(P(C2C=CC=CC=2)CCCP(C2C=CC=CC=2)C2C=CC=CC=2)C=CC=CC=1>C1CC=CCCC=C1.C1CC=CCCC=C1.[Cl-].[Cl-].[Rh].[Rh]>[C:1]([NH:4][CH:5]([CH2:10][C:11]1[CH:16]=[C:15]([CH3:17])[C:14]([NH2:18])=[C:13]([Cl:19])[CH:12]=1)[C:6]([O:8][CH3:9])=[O:7])(=[O:3])[CH3:2] |f:2.3.4.5.6.7|. Procedure: 20.6 g (73.0 mmol) methyl (E)-2-acetylamino-3-(4-amino-3-chloro-5-methyl-phenyl)-acrylate, 0.445 g (0.90 mmol) bis(1,5-cyclooctadiene)-di-rhodium(I)-dichloride, 0.744 g (1.8 mmol) 1,3-bis(diphenylphosphino)-propane were dissolved in 400 ml degassed methanol and 12 ml degassed triethylamine and then hydrogenated at ambient temperature under 3 bar hydrogen pressure. The reaction mixture was evaporated down under reduced pressure and taken up in ethyl acetate. The insoluble precipitate was removed ...